From a dataset of the Open Reaction Database (ORD), a public repository of structured organic reaction records. describe an organic reaction: reactants, conditions, products, and yield Reactants: Sc1ccc(Br)cc1, O=C([O-])[O-], CCCCCCI, [K+], [K+], CN(C)C=O, O. Yields the product CCCCCCSc1ccc(Br)cc1. RXN SMILES: [Br:1][c:2]1[cH:3][cH:4][c:5]([SH:8])[cH:6][cH:7]1.[C:9](=[O:10])([O-:11])[O-:12].[I:15][CH2:16][CH2:17][CH2:18][CH2:19][CH2:20][CH3:21].[K+:13].[K+:14].[O:23]=[CH:24][N:25]([CH3:26])[CH3:27].[OH2:22]>>[Br:1][c:2]1[cH:3][cH:4][c:5]([S:8][CH2:16][CH2:17][CH2:18][CH2:19][CH2:20][CH3:21])[cH:6][cH:7]1. Reactants: COC1=NC(=CC(=N1)N)OC (2,6-Dimethoxy-pyrimidin-4-ylamine), [H-].[Na+] (sodium hydride), ClC=1SC(=CN1)C#N (2-chloro-thiazole-5-carbonitrile). The solvent is C1CCOC1 (THF). Conditions: temperature 40 celsius. Product: COC1=NC(=CC(=N1)NC=1SC(=CN1)C#N)OC (2-(2,6-Dimethoxy-pyrimidin-4-ylamino)-thiazole-5-carbonitrile). Reaction SMILES: [H-].[Na+].[CH3:3][O:4][C:5]1[N:10]=[C:9]([NH2:11])[CH:8]=[C:7]([O:12][CH3:13])[N:6]=1.Cl[C:15]1[S:16][C:17]([C:20]#[N:21])=[CH:18][N:19]=1>C1COCC1>[CH3:3][O:4][C:5]1[N:10]=[C:9]([NH:11][C:15]2[S:16][C:17]([C:20]#[N:21])=[CH:18][N:19]=2)[CH:8]=[C:7]([O:12][CH3:13])[N:6]=1 |f:0.1|. Procedure details: A flame dried flask under Ar was charged with sodium hydride (110 mg, 60% dispersion, 2.77 mmol) and 3 mL anhydrous THF. 2,6-Dimethoxy-pyrimidin-4-ylamine (118 mg, 0.76 mmol) was added slowly. After the resulting bubbling ceased, 2-chloro-thiazole-5-carbonitrile (100 mg, 0.69 mmol) was added and the reaction was heated to 40° C. After several hours the reaction was cooled to room temperature, the ThF was removed in vacuo, and the mixture was diluted with water and adjusted to pH 7 with 1M HCl (a... Yields the product C(C)(=O)NCSC[C@@H](C1=NC2=C(N1)C=CC(=C2)Cl)NC(C2=CC(=C(C=C2)C(=O)N2CCCC2)C)=O (N-[(1R)-2-(acetylaminomethylsulfanyl)-1-(5-chloro-1H-benzimidazol-2-yl)ethyl]-3-methyl-4-(pyrrolidin-1-ylcarbonyl)benzamide). The solvent is ClCCl.C(C)O (dichloromethane ethanol), O1CCCC1 (tetrahydrofuran). As a reaction SMILES: [CH3:1][C:2]1[CH:3]=[C:4]([CH:8]=[CH:9][C:10]=1[C:11]([N:13]1[CH2:17][CH2:16][CH2:15][CH2:14]1)=[O:12])[C:5]([OH:7])=O.CN(C(ON1N=NC2C=CC=CC1=2)=[N+](C)C)C.[B-](F)(F)(F)F.C(N(C(C)C)CC)(C)C.[C:49]([NH:52][CH2:53][S:54][CH2:55][C@H:56]([NH2:67])[C:57]1[NH:61][C:60]2[CH:62]=[CH:63][C:64]([Cl:66])=[CH:65][C:59]=2[N:58]=1)(=[O:51])[CH3:50].ClCl>O1CCCC1.ClCCl.C(O)C>[C:49]([NH:52][CH2:53][S:54][CH2:55][C@H:56]([NH:67][C:5](=[O:7])[C:4]1[CH:8]=[CH:9][C:10]([C:11]([N:13]2[CH2:17][CH2:16][CH2:15][CH2:14]2)=[O:12])=[C:2]([CH3:1])[CH:3]=1)[C:57]1[NH:61][C:60]2[CH:62]=[CH:63][C:64]([Cl:66])=[CH:65][C:59]=2[N:58]=1)(=[O:51])[CH3:50] |f:1.2,7.8|. Yield: 89.0%. Starting materials: ClCl (chlorine), C25H28ClN5O3S, CC=1C=C(C(=O)O)C=CC1C(=O)N1CCCC1 (3-methyl-4-(pyrrolidin-1-ylcarbonyl)benzoic acid), CN(C)C(=[N+](C)C)ON1C2=C(C=CC=C2)N=N1.[B-](F)(F)(F)F (TBTU), C(C)(C)N(CC)C(C)C (diisopropylethylamine), C(C)(=O)NCSC[C@@H](C1=NC2=C(N1)C=CC(=C2)Cl)N ((1R)-2-(acetylaminomethylsulfanyl)-1-(5-chloro-1H-benzimidazol-2-yl)ethylamine). Reported procedure: Prepared analogously to Example 1g from 3-methyl-4-(pyrrolidin-1-ylcarbonyl)benzoic acid, TBTU, diisopropylethylamine, and (1R)-2-(acetylaminomethylsulfanyl)-1-(5-chloro-1H-benzimidazol-2-yl)ethylamine in tetrahydrofuran. Yield: 89%; Rf value: 0.40 (silica gel: dichloromethane/ethanol=9:1; C25H28ClN5O3S (514.05); mass spectrum: (M+H)+=514/516 (chlorine isotope). The reactants are CC(=O)OCC1CN(Cc2ccccc2)CCC1N1CCc2ccccc21, CC(Cl)OC(=O)Cl, CC(Cl)Cl. Product: CC(=O)OCC1CNCCC1N1CCc2ccccc21. Reaction SMILES: [CH2:8]([c:9]1[cH:10][cH:11][cH:12][cH:13][cH:14]1)[N:15]1[CH2:16][CH:17]([CH2:30][O:31][C:32]([CH3:33])=[O:34])[CH:18]([N:21]2[CH2:22][CH2:23][c:24]3[cH:25][cH:26][cH:27][cH:28][c:29]32)[CH2:19][CH2:20]1.[Cl:1][C:2]([O:3][CH:4]([Cl:5])[CH3:6])=[O:7].[Cl:35][CH:36]([Cl:37])[CH3:38]>>[NH:15]1[CH2:16][CH:17]([CH2:30][O:31][C:32]([CH3:33])=[O:34])[CH:18]([N:21]2[CH2:22][CH2:23][c:24]3[cH:25][cH:26][cH:27][cH:28][c:29]32)[CH2:19][CH2:20]1. Yields the product C(C)(C)(C)OC(=O)N1[C@H](CN(C[C@H]1C)C(=O)Cl)C (cis-4-chlorocarbonyl-2,6-dimethyl-piperazine-1-carboxylic acid tert-butyl ester). The reactants are C(C)(C)(C)OC(=O)N1CCN(CC1)C(=O)Cl (4-chlorocarbonyl-piperazine-1-carboxylic acid tert-butyl ester), C(C)(C)(C)OC(=O)N1[C@H](CNC[C@H]1C)C (cis-2,6-dimethylpiperazine-1-carboxylic acid tert-butyl ester). Reported procedure: cis-4-chlorocarbonyl-2,6-dimethyl-piperazine-1-carboxylic acid tert-butyl ester was prepared in analogy to 4-chlorocarbonyl-piperazine-1-carboxylic acid tert-butyl ester from cis-2,6-dimethylpiperazine-1-carboxylic acid tert-butyl ester (A. Muehlebach, P. Pino, Helv. Chim. Acta 73, 839 (1990)) by a modified procedure of Rhone-Poulenc DE 25 50 111 (Rhone-Poulenc). Reaction SMILES: C(OC(N1CCN([C:14]([Cl:16])=[O:15])CC1)=O)(C)(C)C.[C:17]([O:21][C:22]([N:24]1[C@H:29]([CH3:30])[CH2:28][NH:27][CH2:26][C@@H:25]1[CH3:31])=[O:23])([CH3:20])([CH3:19])[CH3:18]>>[C:17]([O:21][C:22]([N:24]1[C@H:29]([CH3:30])[CH2:28][N:27]([C:14]([Cl:16])=[O:15])[CH2:26][C@@H:25]1[CH3:31])=[O:23])([CH3:20])([CH3:18])[CH3:19]. Starting materials: C(CCC)N1C(N(C2=C(C1=O)C(=NN2)NC)CCCl)=O (5-butyl-7-(2-chloroethyl)-3-methylaminopyrazolo[3,4-d]pyrimidine-4,6(5H,7H)-dione), C(C1=CC=CC=C1)N (benzylamine). Solvent: O1CCOCC1 (dioxane), Cl (HCl). Product: C(CCC)N1C(N(C2=C(C1=O)C(=NN2)NC)CCNCC2=CC=CC=C2)=O (5-Butyl-3-methylamino-7-(2-benzylaminoethyl)pyrazolo[3,4-d]pyrimidine-4,6(5H,7H)-dione). RXN SMILES: [CH2:1]([N:5]1[C:10](=[O:11])[C:9]2[C:12]([NH:15][CH3:16])=[N:13][NH:14][C:8]=2[N:7]([CH2:17][CH2:18]Cl)[C:6]1=[O:20])[CH2:2][CH2:3][CH3:4].[CH2:21]([NH2:28])[C:22]1[CH:27]=[CH:26][CH:25]=[CH:24][CH:23]=1>O1CCOCC1.Cl>[CH2:1]([N:5]1[C:10](=[O:11])[C:9]2[C:12]([NH:15][CH3:16])=[N:13][NH:14][C:8]=2[N:7]([CH2:17][CH2:18][NH:28][CH2:21][C:22]2[CH:27]=[CH:26][CH:25]=[CH:24][CH:23]=2)[C:6]1=[O:20])[CH2:2][CH2:3][CH3:4]. Procedure: A mixture of 5-butyl-7-(2-chloroethyl)-3-methylaminopyrazolo[3,4-d]pyrimidine-4,6(5H,7H)-dione (0.6 g, 2 mM) and benzylamine (0.66 ml, 6 mM) in dioxane (20 ml) was refluxed for 20 hours. The reaction solution was concentrated to dryness under reduced pressure to give a syrup, which was poured onto ice-water to give colorless crystals. The crystls were dissolved in 1N-HCl and insoluble material was filtered off, followed by addition of 1N-ammonia water to give crystals. Recrystallization from DMF... Reactants: CO, COC(=O)C(CO)N(Cc1ccc(Cl)cc1[N+](=O)[O-])S(=O)(=O)c1ccc(OC)cc1. The product is COC(=O)C(CO)N(Cc1ccc(Cl)cc1N)S(=O)(=O)c1ccc(OC)cc1. As a reaction SMILES: [CH3:31][OH:32].[OH:1][CH2:2][CH:3]([C:4](=[O:5])[O:6][CH3:7])[N:8]([CH2:9][c:10]1[c:11]([N+:17]([O-:18])=[O:19])[cH:12][c:13]([Cl:16])[cH:14][cH:15]1)[S:20](=[O:21])(=[O:22])[c:23]1[cH:24][cH:25][c:26]([O:29][CH3:30])[cH:27][cH:28]1>>[OH:1][CH2:2][CH:3]([C:4](=[O:5])[O:6][CH3:7])[N:8]([CH2:9][c:10]1[c:11]([NH2:17])[cH:12][c:13]([Cl:16])[cH:14][cH:15]1)[S:20](=[O:21])(=[O:22])[c:23]1[cH:24][cH:25][c:26]([O:29][CH3:30])[cH:27][cH:28]1. Reactants: [Li] (Lithium), C(CCCCCCCCCC)#N (undecanenitrile), C(CC)N (n-propylamine), C(CCCCCCCCCC)#N (undecanenitrile), nitrile, C(CC)N (n-propylamine). Solvent: C(CN)N (ethylenediamine), C(CN)N (ethylene-diamine). Run at time 20 minute. Yields the product C(CCCCCCCCC)C=1NCCN1 (2-(n-decyl)imidazoline). Yield: 22.0%. Reaction SMILES: [C:1](#[N:12])[CH2:2][CH2:3][CH2:4][CH2:5][CH2:6][CH2:7][CH2:8][CH2:9][CH2:10][CH3:11].[Li].[CH2:14]([NH2:17])[CH2:15]C>C(N)CN>[CH2:2]([C:1]1[NH:12][CH2:15][CH2:14][N:17]=1)[CH2:3][CH2:4][CH2:5][CH2:6][CH2:7][CH2:8][CH2:9][CH2:10][CH3:11] |^1:12|. Reported procedure: Reduction of undecanenitrile in n-propylamine and ethylene-diamine. Lithium, (0.21 g, 30 mmol) in small pieces, was added to a stirred solution of undecanenitrile (0.84 g, 5 mmol) in n-propylamine and ethylenediamine (1.0 mL). The temperature began to rise after 20 min and reached 32° after 30 min and the reaction mixture turned blue. An aliquot of the reaction mixture showed no nitrile by glpc. The reaction mixture was poured over crushed ice and extracted with ethyl acetate (2×50 mL). After di... Reaction SMILES: [C:1]([CH3:2])([CH3:3])([CH3:4])[c:5]1[cH:6][cH:7][c:8]([CH2:9][n:10]2[cH:11][cH:12][c:13]3[cH:14][c:15]([N+:19]([O-:20])=[O:21])[cH:16][cH:17][c:18]23)[cH:22][cH:23]1.[CH3:26][CH2:27][O:28][C:29]([CH3:30])=[O:31].[CH3:32][CH2:33][OH:34].[NH2:24][NH2:25].[OH2:35]>>[C:1]([CH3:2])([CH3:3])([CH3:4])[c:5]1[cH:6][cH:7][c:8]([CH2:9][n:10]2[cH:11][cH:12][c:13]3[cH:14][c:15]([NH2:19])[cH:16][cH:17][c:18]23)[cH:22][cH:23]1. Product: CC(C)(C)c1ccc(Cn2ccc3cc(N)ccc32)cc1. The reactants are CC(C)(C)c1ccc(Cn2ccc3cc([N+](=O)[O-])ccc32)cc1, CCOC(C)=O, CCO, NN, O. The reactants are Cl.ClCC1=CN(C2=CC(=CC=C2C1=O)C(F)(F)F)C (3-Chloromethyl-1-methyl-7-trifluoromethyl-4-quinolone hydrochloride), C[S-].[Na+] (sodium methanethiolate), CO (methanol). The solvent is O (water). The product is CN1C=C(C(C2=CC=C(C=C12)C(F)(F)F)=O)CSC (1-methyl-3-methylthiomethyl-7-trifluoromethyl-4-quinolone). Reaction SMILES: Cl.Cl[CH2:3][C:4]1[C:13](=[O:14])[C:12]2[C:7](=[CH:8][C:9]([C:15]([F:18])([F:17])[F:16])=[CH:10][CH:11]=2)[N:6]([CH3:19])[CH:5]=1.[CH3:20][S-:21].[Na+].CO>O>[CH3:19][N:6]1[C:7]2[C:12](=[CH:11][CH:10]=[C:9]([C:15]([F:18])([F:17])[F:16])[CH:8]=2)[C:13](=[O:14])[C:4]([CH2:3][S:21][CH3:20])=[CH:5]1 |f:0.1,2.3|. Procedure details: 3-Chloromethyl-1-methyl-7-trifluoromethyl-4-quinolone hydrochloride (4.7 g.) was added to a stirred solution of sodium methanethiolate in methanol (16 ml. containing 0.039 mole NaSMe) at 0° during 5 minutes. The resulting mixture was allowed to warm to room temperature then poured into water (100 ml.). The resulting precipitate was collected, dried and crystallised from dichloromethane:petroleum ether (b.p. 60°-80°) to give the novel 1-methyl-3-methylthiomethyl-7-trifluoromethyl-4-quinolone, m.p...